Dataset: the Open Reaction Database (ORD), a public repository of structured organic reaction records. Task: describe an organic reaction: reactants, conditions, products, and yield Reactants: COC1CN(C1)CC#N ((3-Methoxy-1-azetidinyl)acetonitrile). The reagents and catalysts are [Ni] (Raney Nickel). Run in CCO (EtOH). Conditions: time 5 hour. Product: COC1CN(C1)CCN (2(3-Methoxy-1-azetidinyl)ethylamine). Isolated yield 52.1%. Reaction SMILES: [CH3:1][O:2][CH:3]1[CH2:6][N:5]([CH2:7][C:8]#[N:9])[CH2:4]1>[Ni].CCO>[CH3:1][O:2][CH:3]1[CH2:6][N:5]([CH2:7][CH2:8][NH2:9])[CH2:4]1. Reported procedure: A mixture of nitrile 276 (1.76 g, 14.0 mmol), cNH3 (7 mL) and Raney Nickel (50% slurry in water, 4.6 g) in EtOH (100 mL) was stirred under H2 (60 psi) for 5 h. The mixture was filtered through Celite, washed with EtOH (50 mL) and the solvent was evaporated to give crude diamine 277 (950 mg, 52%) as a yellow oil, which was used without further purification: 1H NMR δ 4.03 (p, J=5.8 Hz, 1H, CHO), 3.58-3.63 (m, 2H, CH2N), 3.25 (s, 3H, OCH3), 2.88-2.93 (m, 2H, CH2N), 2.67 (t, J=6.0 Hz, 2H, CH2N), 2.5...